Task: describe an organic reaction: reactants, conditions, products, and yield. Dataset: the Open Reaction Database (ORD), a public repository of structured organic reaction records The reactants are C1CCOC1, COC(=O)c1ccc(OCc2ccccc2)cc1, Cl, [Li+], [OH-]. The product is O=C(O)c1ccc(OCc2ccccc2)cc1. Reaction SMILES: [CH2:22]1[O:23][CH2:24][CH2:25][CH2:26]1.[CH3:3][O:4][C:5]([c:6]1[cH:7][cH:8][c:9]([O:12][CH2:13][c:14]2[cH:15][cH:16][cH:17][cH:18][cH:19]2)[cH:10][cH:11]1)=[O:20].[ClH:21].[Li+:2].[OH-:1]>>[O:4]=[C:5]([c:6]1[cH:7][cH:8][c:9]([O:12][CH2:13][c:14]2[cH:15][cH:16][cH:17][cH:18][cH:19]2)[cH:10][cH:11]1)[OH:20].